This data is from the Open Reaction Database (ORD), a public repository of structured organic reaction records. The task is: describe an organic reaction: reactants, conditions, products, and yield Reported procedure: 10.3 g of 3-chloro-6-(2,3-dimethylbenzoyl)-5,6,7,8-tetrahydropyrido[4,3-c]pyridazine and 50 cc of hydrazine hydrate in 80 cc of dioxane are heated in an oil bath of 80°. After a reaction time of 60 hours, the mixture is concentrated in a vacuum, the oily residue is divided between 250 cc of chloroform and 150 cc of water, and after concentrating the chloroform phase, the resulting oily crude base is reacted with gentisic acid as described in Example 10. The gentisinate of the title compound has ... The solvent is O1CCOCC1 (dioxane). RXN SMILES: Cl[C:2]1[N:7]=[N:6][C:5]2[CH2:8][CH2:9][N:10]([C:12](=[O:21])[C:13]3[CH:18]=[CH:17][CH:16]=[C:15]([CH3:19])[C:14]=3[CH3:20])[CH2:11][C:4]=2[CH:3]=1.O.[NH2:23][NH2:24].C1C(O)=CC(C(O)=O)=C(O)C=1>O1CCOCC1>[CH3:20][C:14]1[C:15]([CH3:19])=[CH:16][CH:17]=[CH:18][C:13]=1[C:12]([N:10]1[CH2:9][CH2:8][C:5]2[N:6]=[N:7][C:2]([NH:23][NH2:24])=[CH:3][C:4]=2[CH2:11]1)=[O:21] |f:1.2|. Reactants: ClC1=CC2=C(N=N1)CCN(C2)C(C2=C(C(=CC=C2)C)C)=O (3-chloro-6-(2,3-dimethylbenzoyl)-5,6,7,8-tetrahydropyrido[4,3-c]pyridazine), O.NN (hydrazine hydrate), C1=CC(=C(C=C1O)C(=O)O)O (gentisinate). The product is CC1=C(C(=O)N2CC3=C(N=NC(=C3)NN)CC2)C=CC=C1C (6-(2,3-Dimethylbenzoyl)-3-hydrazino-5,6,7,8-tetrahydropyrido[4,3-c]pyridazine). Reactants: C=CC/C=C\C/C=C\CCCCCCCC1=CC=CC(=C1)O (cardanol), C(C)(=O)OCC (ethyl acetate). Reagents/catalysts: [Ni] (raney nickel), catalysts, [Pt]=O (platinum oxide). The solvent is CO (methanol), solvents. Conditions: time 3 hour. Product: C(CCCCCCCCCCCCCC)C=1C=C(C=CC1)O (3-pentadecyl phenol). As a reaction SMILES: [CH2:1]=[CH:2][CH2:3]/[CH:4]=[CH:5]\[CH2:6]/[CH:7]=[CH:8]\[CH2:9][CH2:10][CH2:11][CH2:12][CH2:13][CH2:14][CH2:15][C:16]1[CH:21]=[C:20]([OH:22])[CH:19]=[CH:18][CH:17]=1.C(OCC)(=O)C>[Ni].[Pt]=O.CO>[CH2:15]([C:16]1[CH:21]=[C:20]([OH:22])[CH:19]=[CH:18][CH:17]=1)[CH2:14][CH2:13][CH2:12][CH2:11][CH2:10][CH2:9][CH2:8][CH2:7][CH2:6][CH2:5][CH2:4][CH2:3][CH2:2][CH3:1]. Procedure details: 100 g of cardanol in solvents (100 cm3) such as ethyl acetate, methanol and the like was hydrogenated in a parr hydrogenator at 30-60 psi pressure by using catalysts (50 mg) such as palladised carbon, platinum oxide, raney nickel and the like. at 30-100° C. The hydrogenation was carried out for 2-4 hrs. The solution was filtered to remove the catalyst and methanol stripped off. The crude 3-pentadecyl phenol was distilled under vacuum (4 mm of Hg). The fraction which distilled at 200° C. to 210° ... The reactants are O (water), ClC1=C(C=NC2=C(C=CC(=C12)F)F)C(=O)OCC (4-chloro-3-ethoxycarbonyl-5,8-difluoroquinoline), FC(C=1C=C(C=CC1)S)(F)F (3-trifluoromethylthiophenol), C(C)(C)N(CC)C(C)C (diisopropylethylamine). Solvent: CN(C=O)C (N,N-dimethylformamide). Run at time 2 hour. Product: C(C)OC(=O)C=1C=NC2=C(C=CC(=C2C1SC1=CC(=CC=C1)C(F)(F)F)F)F (3-Ethoxycarbonyl-5,8-difluoro-4-(3-trifluoromethylphenylmercapto)quinoline). Yield: 19.6%. As a reaction SMILES: Cl[C:2]1[C:11]2[C:6](=[C:7]([F:13])[CH:8]=[CH:9][C:10]=2[F:12])[N:5]=[CH:4][C:3]=1[C:14]([O:16][CH2:17][CH3:18])=[O:15].[F:19][C:20]([F:29])([F:28])[C:21]1[CH:22]=[C:23]([SH:27])[CH:24]=[CH:25][CH:26]=1.C(N(C(C)C)CC)(C)C.O>CN(C)C=O>[CH2:17]([O:16][C:14]([C:3]1[CH:4]=[N:5][C:6]2[C:11]([C:2]=1[S:27][C:23]1[CH:24]=[CH:25][CH:26]=[C:21]([C:20]([F:19])([F:28])[F:29])[CH:22]=1)=[C:10]([F:12])[CH:9]=[CH:8][C:7]=2[F:13])=[O:15])[CH3:18]. Procedure details: The reaction mixture of 100.0 mg (0.37 mmol) of 4-chloro-3-ethoxycarbonyl-5,8-difluoroquinoline, 80.3 mg (0.44 mmol) of 3-trifluoromethylthiophenol and 80 μL of diisopropylethylamine in 2.0 mL of N,N-dimethylformamide was stirred at room temperature for 2 h and cooled. The reaction mixture was poured into water and extracted with ethyl acetate. The organic layer was washed with brine, dried over magnesium sulphate and concentrated. The resulting residue was purified on silica gel column eluting ... The reactants are C1(=CC=C(C=C1)S(=O)(=O)NN1NC(CC(CC(C1)=C)NS(=O)(=O)C1=CC=C(C=C1)C)=C)C (1,5-di(4-toluenesulfonamido)-3,7-bismethylenediazacyclooctane), [H-].[Al+3].[Li+].[H-].[H-].[H-] (lithium aluminum hydride). Run in O1CCCC1 (tetrahydrofuran). Run at time 42 hour. Product: CC1(CNCC(CNC1)C)C1CCCCCCC1 (1,5-Dimethyl-3,7-diazabicyclooctane). The yield is 91.3%. RXN SMILES: C1(C)C=CC(S(N[N:11]2[CH2:18][C:17](=[CH2:19])[CH2:16][CH:15](NS(C3C=CC(C)=CC=3)(=O)=O)[CH2:14][C:13](=[CH2:31])N2)(=O)=O)=CC=1.[H-].[Al+3].[Li+].[H-].[H-].[H-]>O1CCCC1>[CH3:15][C:17]1([CH:16]2[CH2:15][CH2:14][CH2:13][CH2:31][CH2:14][CH2:13][CH2:31]2)[CH2:18][NH:11][CH2:19][CH:17]([CH3:16])[CH2:18][NH:11][CH2:19]1 |f:1.2.3.4.5.6|. Procedure details: A suspension of 1,5-di(4-toluenesulfonamido)-3,7-bismethylenediazacyclooctane 1a (2.22 g, 4.98 mmol) in tetrahydrofuran (75 mL) containing lithium aluminum hydride (1.90 g, 50 mmol) was stirred under a nitrogen atmosphere for 42 h. The reaction mixture was quenched by the dropwise addition of 20% sodium hydroxide solution (4.5 mL) with external cooling. Stirring was continued at room temperature for 3 h and the white granular precipitate that formed was removed by filtration and washed with anhy... Isolated yield 67.5%. Run in CN(C=O)C (dimethylformamide), CN(C=O)C (dimethylformamide). The reactants are COC=1C=C(C=CC1)C12CC(NC(C2=CCCC1)=O)=O (4a-(m-methoxyphenyl)-1,3-diketo-1,2,3,4,4a,5,6,7-octahydroisoquinoline), C(CCCCC)Br (n-hexyl bromide), suspension, [H-].[Na+] (sodium hydride), oil. Reaction SMILES: [CH3:1][O:2][C:3]1[CH:4]=[C:5]([C:9]23[CH2:18][CH2:17][CH2:16][CH:15]=[C:14]2[C:13](=[O:19])[NH:12][C:11](=[O:20])[CH2:10]3)[CH:6]=[CH:7][CH:8]=1.[H-].[Na+].[CH2:23](Br)[CH2:24][CH2:25][CH2:26][CH2:27][CH3:28]>CN(C)C=O>[CH2:23]([N:12]1[C:11](=[O:20])[CH2:10][C:9]2([C:5]3[CH:6]=[CH:7][CH:8]=[C:3]([O:2][CH3:1])[CH:4]=3)[C:14](=[CH:15][CH2:16][CH2:17][CH2:18]2)[C:13]1=[O:19])[CH2:24][CH2:25][CH2:26][CH2:27][CH3:28] |f:1.2|. Procedure: The procedure in Example 9, Part A, was followed in which 4a-(m-methoxyphenyl)-1,3-diketo-1,2,3,4,4a,5,6,7-octahydroisoquinoline (12 g, 0.05 moles) in 150 ml of anhydrous dimethylformamide was added to a 55% suspension of sodium hydride in mineral oil (2.4 g) in 100 ml of dimethylformamide at 70°; n-hexyl bromide (9.1 g) was added, the reaction heated at 70° for 18 hrs. The crude material obtained from this procedure was chromatographed to yield 12 g of product. Yields the product C(CCCCC)N1C(C2=CCCCC2(CC1=O)C1=CC(=CC=C1)OC)=O (N-(n-Hexyl)-4a-(m-methoxyphenyl)-1,3-diketo-1,2,3,4,4a,5,6,7-octahydroisoquinoline). The reactants are C(C1=CC=CC=C1)OC(=O)NC=1C(=C(C=CC1)C1C(NC(C=2NC3=CC(=CC=C3C21)Br)C(=O)OCC)C)C (ethyl 4-(3-(((benzyloxy)carbonyl)amino)-2-methylphenyl)-7-bromo-3-methyl-2,3,4,9-tetrahydro-1H-pyrido[3,4-b]indole-1-carboxylate). Reagents/catalysts: [Pd] (palladium on carbon). Run in C=1(C(=CC=CC1)C)C (xylene), C(C)(=O)OCC (ethyl acetate). Yields the product C(C1=CC=CC=C1)OC(=O)NC=1C(=C(C=CC1)C1=C(N=C(C=2NC3=CC(=CC=C3C21)Br)C(=O)OCC)C)C (ethyl 4-(3-(((benzyloxy)carbonyl)amino)-2-methylphenyl)-7-bromo-3-methyl-9H-pyrido[3,4-b]indole-1-carboxylate). Isolated yield 32.0%. Reaction SMILES: [CH2:1]([O:8][C:9]([NH:11][C:12]1[C:13]([CH3:38])=[C:14]([CH:18]2[C:30]3[C:29]4[C:24](=[CH:25][C:26]([Br:31])=[CH:27][CH:28]=4)[NH:23][C:22]=3[CH:21]([C:32]([O:34][CH2:35][CH3:36])=[O:33])[NH:20][CH:19]2[CH3:37])[CH:15]=[CH:16][CH:17]=1)=[O:10])[C:2]1[CH:7]=[CH:6][CH:5]=[CH:4][CH:3]=1>[Pd].C1(C)C(C)=CC=CC=1.C(OCC)(=O)C>[CH2:1]([O:8][C:9]([NH:11][C:12]1[C:13]([CH3:38])=[C:14]([C:18]2[C:30]3[C:29]4[C:24](=[CH:25][C:26]([Br:31])=[CH:27][CH:28]=4)[NH:23][C:22]=3[C:21]([C:32]([O:34][CH2:35][CH3:36])=[O:33])=[N:20][C:19]=2[CH3:37])[CH:15]=[CH:16][CH:17]=1)=[O:10])[C:2]1[CH:7]=[CH:6][CH:5]=[CH:4][CH:3]=1. Reported procedure: A solution of ethyl 4-(3-(((benzyloxy)carbonyl)amino)-2-methylphenyl)-7-bromo-3-methyl-2,3,4,9-tetrahydro-1H-pyrido[3,4-b]indole-1-carboxylate (4.68 g, 8.12 mmol) and 10% palladium on carbon (2.59 g, 2.44 mmol) in xylene (130 mL) was heated at 120° C. overnight. The reaction mixture was diluted with ethyl acetate and filtered through a pad of CELITE®. The CELITE® pad was washed well with ethyl acetate, and the filtrate was concentrated under reduced pressure. The residue was purified by flash si...